This data is from the Open Reaction Database (ORD), a public repository of structured organic reaction records. The task is: describe an organic reaction: reactants, conditions, products, and yield The product is (RS)-4-methyl, C1(C=2C(C(N1CP(O)=O)=O)=CC=CC2)=O ((phthalimidomethyl)phosphinic acid). Conditions: time 18 hour. As a reaction SMILES: C[O:2][PH:3]([CH2:5][N:6]1[C:10](=[O:11])[C:9]2=[CH:12][CH:13]=[CH:14][CH:15]=[C:8]2[C:7]1=[O:16])=[O:4]>C(O)(=O)C.Br>[C:7]1(=[O:16])[N:6]([CH2:5][PH:3](=[O:2])[OH:4])[C:10](=[O:11])[C:9]2=[CH:12][CH:13]=[CH:14][CH:15]=[C:8]12. Reactants: COP(=O)CN1C(C=2C(C1=O)=CC=CC2)=O ((phthalimidomethyl)phosphinic acid methyl ester). Procedure details: 123 mg of [(RS)-4-methyl-2-[](S)-3-methyl-1-(methylcarbamoyl)butyl]carbamoyl]-4-methylpentyl](phthalimidomethyl)phosphinic acid methyl ester were dissolved in a mixture of 3 ml of acetic acid and 3 ml of 48% hydrogen bromide in acetic acid and the mixture was left to stand at room temperature for 18 hours. The solvent was removed by evaporation, the residue was dissolved in a mixture of 10 ml of toluene and 5 ml of acetone and the solution was evaporated. This procedure was repeated twice and th... Run in C(C)(=O)O (acetic acid), Br (hydrogen bromide), C(C)(=O)O (acetic acid).